Dataset: the Open Reaction Database (ORD), a public repository of structured organic reaction records. Task: describe an organic reaction: reactants, conditions, products, and yield The reactants are CC(C)(C)OCCOc1ccc(C(NC(=O)OC(C)(C)C)C(=O)O)cc1, CN(C)C=O, CCOC(C)=O, CCN(C(C)C)C(C)C, CC(C)(C)CC(N)C(=O)Nc1ccc(I)cc1F, On1nnc2ccccc21. The product is CC(C)(C)CC(NC(=O)C(NC(=O)OC(C)(C)C)c1ccc(OCCOC(C)(C)C)cc1)C(=O)Nc1ccc(I)cc1F. As a reaction SMILES: [C:19]([CH3:20])([CH3:21])([CH3:22])[O:23][C:24](=[O:25])[NH:26][CH:27]([C:28](=[O:29])[OH:30])[c:31]1[cH:32][cH:33][c:34]([O:37][CH2:38][CH2:39][O:40][C:41]([CH3:42])([CH3:43])[CH3:44])[cH:35][cH:36]1.[CH3:64][N:65]([CH3:66])[CH:67]=[O:68].[CH3:69][CH2:70][O:71][C:72](=[O:73])[CH3:74].[CH:55]([N:56]([CH:57]([CH3:58])[CH3:59])[CH2:60][CH3:61])([CH3:62])[CH3:63].[F:1][c:2]1[c:3]([NH:9][C:10]([CH:11]([CH2:12][C:13]([CH3:14])([CH3:15])[CH3:16])[NH2:17])=[O:18])[cH:4][cH:5][c:6]([I:8])[cH:7]1.[OH:45][n:46]1[c:47]2[cH:48][cH:49][cH:50][cH:51][c:52]2[n:53][n:54]1>>[F:1][c:2]1[c:3]([NH:9][C:10]([CH:11]([CH2:12][C:13]([CH3:14])([CH3:15])[CH3:16])[NH:17][C:28]([CH:27]([NH:26][C:24]([O:23][C:19]([CH3:20])([CH3:21])[CH3:22])=[O:25])[c:31]2[cH:32][cH:33][c:34]([O:37][CH2:38][CH2:39][O:40][C:41]([CH3:42])([CH3:43])[CH3:44])[cH:35][cH:36]2)=[O:29])=[O:18])[cH:4][cH:5][c:6]([I:8])[cH:7]1. Starting materials: CC(CN1C(=CC2=C1N=C(N=C2)C#N)CN2C(NCC2=O)=O)(C)C (7-(2,2-dimethyl-propyl)-6-(2,5-dioxo-imidazolidin-1-ylmethyl)-7H-pyrrolo[2,3-d]pyrimidine-2-carbonitrile), C(=O)([O-])[O-].[K+].[K+] (K2CO3), ClC1=CC=C(CCl)C=C1 (p-chlorobenzylchloride). Solvent: CN(C)C=O (DMF), CN(C)C=O (DMF). Reaction conditions: time 18 hour. The product is ClC1=CC=C(CN2C(N(C(C2)=O)CC2=CC3=C(N=C(N=C3)C#N)N2CC(C)(C)C)=O)C=C1 (6-[3-(4-chloro-benzyl)-2,5-dioxo-imidazolidin-1-ylmethyl]-7-(2,2-dimethyl-propyl)-7H-pyrrolo[2,3-d]pyrimidine-2-carbonitrile). Yield: 73.8%. Reaction SMILES: [CH3:1][C:2]([CH3:24])([CH3:23])[CH2:3][N:4]1[C:8]2[N:9]=[C:10]([C:13]#[N:14])[N:11]=[CH:12][C:7]=2[CH:6]=[C:5]1[CH2:15][N:16]1[C:20](=[O:21])[CH2:19][NH:18][C:17]1=[O:22].C([O-])([O-])=O.[K+].[K+].[Cl:31][C:32]1[CH:39]=[CH:38][C:35]([CH2:36]Cl)=[CH:34][CH:33]=1>CN(C=O)C>[Cl:31][C:32]1[CH:39]=[CH:38][C:35]([CH2:36][N:18]2[CH2:19][C:20](=[O:21])[N:16]([CH2:15][C:5]3[N:4]([CH2:3][C:2]([CH3:24])([CH3:23])[CH3:1])[C:8]4[N:9]=[C:10]([C:13]#[N:14])[N:11]=[CH:12][C:7]=4[CH:6]=3)[C:17]2=[O:22])=[CH:34][CH:33]=1 |f:1.2.3|. Procedure details: To a solution of 200 mg (0.61 mmoles) of 7-(2,2-dimethyl-propyl)-6-(2,5-dioxo-imidazolidin-1-ylmethyl)-7H-pyrrolo[2,3-d]pyrimidine-2-carbonitrile in 10 ml of DMF, 136 mg (0.98 mmoles) of K2CO3, 138 mg (0.86 mmoles) of p-chlorobenzylchloride in 2 ml of DMF and 142 mg (0.86 mmoles) of KI are added successively at ambient temperature. After being stirred for 18 hours, the reaction mixture is quenched with ice water and extracted with AcOEt. The combined extracts are washed with H2O, brine and dried... Run in CS(=O)C (DMSO), CCOCC (ether). The reactants are CS(=O)(=O)OCC1=CC(=C(C(=C1)CN(C(=O)OC(C)(C)C)C1CC1)Cl)Cl ({3,4-dichloro-5-[(cyclopropyl{[(1,1-dimethylethyl)oxy]carbonyl}amino)methyl]phenyl}methyl methanesulfonate), [C-]#N.[K+] (potassium cyanide), [I-].[Na+] (sodium iodide). Procedure: To a solution of {3,4-dichloro-5-[(cyclopropyl{[(1,1-dimethylethyl)oxy]carbonyl}amino)methyl]phenyl}methyl methanesulfonate (1 eq.) from the previous step in DMSO (0.48 M) was added potassium cyanide (1.3 eq.) and sodium iodide (0.1 eq.). The resulting solution was stirred at RT for 3 h before it was diluted with ether and quenched with 1 N aq. NaOH. The aqueous layer was separated and back-extracted with ether. The combined organic extracts were washed further with water and brine, dried over N... RXN SMILES: CS(O[CH2:6][C:7]1[CH:12]=[C:11]([CH2:13][N:14]([CH:22]2[CH2:24][CH2:23]2)[C:15]([O:17][C:18]([CH3:21])([CH3:20])[CH3:19])=[O:16])[C:10]([Cl:25])=[C:9]([Cl:26])[CH:8]=1)(=O)=O.[C-:27]#[N:28].[K+].[I-].[Na+]>CS(C)=O.CCOCC>[CH:22]1([N:14]([CH2:13][C:11]2[CH:12]=[C:7]([CH2:6][C:27]#[N:28])[CH:8]=[C:9]([Cl:26])[C:10]=2[Cl:25])[C:15](=[O:16])[O:17][C:18]([CH3:21])([CH3:20])[CH3:19])[CH2:24][CH2:23]1 |f:1.2,3.4|. The product is C1(CC1)N(C(OC(C)(C)C)=O)CC1=C(C(=CC(=C1)CC#N)Cl)Cl (1,1-Dimethylethyl cyclopropyl{[2,3-dichloro-5-(cyanomethyl)phenyl]methyl}carbamate). Run at time 3 hour. Reactants: P(OCC)(OCC)OCC (triethyl phosphite), CC(=CC(=O)Cl)C (β,β-dimethylacrylic acid chloride). The solvent is C(Cl)Cl (methylene chloride). Product: C(C)OP(OCC)(=O)C(C=C(C)C)=O (1-oxo-3-methyl-2-butene-phosphonic acid diethyl ester). Yield: 81.7%. Reaction SMILES: [P:1]([O:8][CH2:9][CH3:10])([O:5][CH2:6][CH3:7])[O:2]CC.[CH3:11][C:12]([CH3:17])=[CH:13][C:14](Cl)=[O:15]>C(Cl)Cl>[CH2:9]([O:8][P:1]([C:14](=[O:15])[CH:13]=[C:12]([CH3:17])[CH3:11])(=[O:2])[O:5][CH2:6][CH3:7])[CH3:10]. Procedure details: 83 g (0.5 mol) of triethyl phosphite were added dropwise to a solution of 60 g (0.5 mol) of β,β-dimethylacrylic acid chloride in 200 ml of methylene chloride in the course of one hour. The reaction mixture was stirred for a further hour at 40° to 45° C.; the solvent was then distilled off under reduced pressure and the crude product which remained was purified by vacuum distillation. 90 g (82% of theory) of 1-oxo-3-methyl-2-butene-phosphonic acid diethyl ester of boiling point 72° C./0.01 mbar w...